Dataset: the Open Reaction Database (ORD), a public repository of structured organic reaction records. Task: describe an organic reaction: reactants, conditions, products, and yield The reactants are ClCc1ccc(OCc2ccccc2)cc1, CCOC(=O)C(C)Oc1ccc(C(C)C)cc1, C1CCC(NC2CCCCC2)CC1. Product: CCOC(=O)C(C)(Cc1ccc(OCc2ccccc2)cc1)Oc1ccc(C(C)C)cc1. RXN SMILES: [CH2:18]([c:19]1[cH:20][cH:21][cH:22][cH:23][cH:24]1)[O:25][c:26]1[cH:27][cH:28][c:29]([CH2:30][Cl:31])[cH:32][cH:33]1.[CH:1]([CH3:2])([CH3:3])[c:4]1[cH:5][cH:6][c:7]([O:8][CH:9]([C:10](=[O:11])[O:12][CH2:13][CH3:14])[CH3:15])[cH:16][cH:17]1.[CH:34]1([NH:35][CH:36]2[CH2:37][CH2:38][CH2:39][CH2:40][CH2:41]2)[CH2:42][CH2:43][CH2:44][CH2:45][CH2:46]1>>[CH:1]([CH3:2])([CH3:3])[c:4]1[cH:5][cH:6][c:7]([O:8][C:9]([C:10](=[O:11])[O:12][CH2:13][CH3:14])([CH3:15])[CH2:30][c:29]2[cH:28][cH:27][c:26]([O:25][CH2:18][c:19]3[cH:20][cH:21][cH:22][cH:23][cH:24]3)[cH:33][cH:32]2)[cH:16][cH:17]1. Yields the product ClC(CC(C(=O)OC)Cl)(P(=O)(Cl)Cl)Cl (1,1,3-trichloro-3-carbomethoxypropane-1-phosphonic dichloride). Procedure details: To 11.8 g (0.05 mole) distilled trichloromethane phosphonic dichloride and 8.6 g (0.1 mole) methylacrylate was added a solution of 134 mg (1 mmole) anhydrous cupric chloride and 206 mg (1.5 mmole) triethylammonium chloride in 5 ml acetonitrile. The homogeneous solution was heated in the absence of air in a sealed ampoule at 125° for 15 hours. After cooling, the contents of the ampoule was subjected to distillation. 12.9 g 1:1 adduct, 1,1,3-trichloro-3-carbomethoxypropane-1-phosphonic dichloride ... Reactants: ClC(P(=O)(Cl)Cl)(Cl)Cl (trichloromethane phosphonic dichloride), COC(C=C)=O (methylacrylate), cupric chloride, [Cl-].C(C)[NH+](CC)CC (triethylammonium chloride). RXN SMILES: [Cl:1][C:2]([Cl:8])(Cl)[P:3]([Cl:6])([Cl:5])=[O:4].[CH3:9][O:10][C:11](=[O:14])[CH:12]=[CH2:13].[Cl-:15].C([NH+](CC)CC)C>C(#N)C>[Cl:1][C:2]([Cl:8])([P:3]([Cl:6])([Cl:5])=[O:4])[CH2:13][CH:12]([Cl:15])[C:11]([O:10][CH3:9])=[O:14] |f:2.3|. Solvent: C(C)#N (acetonitrile). The reactants are C(C)(C)(C)OC(=O)N1CCC12CNC2 (1,6-diaza-spiro[3.3]heptane-1-carboxylic acid tert-butyl ester), FC(OC1=C(C=CC=C1)CN=C=O)(F)F (1-trifluoromethoxy-2-isocyanatomethyl-benzene). Product: C(C)(C)(C)OC(=O)N1CCC12CN(C2)C(NCC2=C(C=CC=C2)OC(F)(F)F)=O (6-(2-trifluoromethoxy-benzylcarbamoyl)-1,6-diaza-spiro[3.3]heptane-1-carboxylic acid tert-butyl ester). RXN SMILES: [C:1]([O:5][C:6]([N:8]1[C:11]2([CH2:14][NH:13][CH2:12]2)[CH2:10][CH2:9]1)=[O:7])([CH3:4])([CH3:3])[CH3:2].[F:15][C:16]([F:29])([F:28])[O:17][C:18]1[CH:23]=[CH:22][CH:21]=[CH:20][C:19]=1[CH2:24][N:25]=[C:26]=[O:27]>>[C:1]([O:5][C:6]([N:8]1[C:11]2([CH2:12][N:13]([C:26](=[O:27])[NH:25][CH2:24][C:19]3[CH:20]=[CH:21][CH:22]=[CH:23][C:18]=3[O:17][C:16]([F:29])([F:15])[F:28])[CH2:14]2)[CH2:10][CH2:9]1)=[O:7])([CH3:4])([CH3:2])[CH3:3]. Procedure details: In analogy to the experimental procedure of example 8) 1,6-diaza-spiro[3.3]heptane-1-carboxylic acid tert-butyl ester instead of 1-benzyl-1,6-diaza-spiro[3.3]heptane was converted using 1-trifluoromethoxy-2-isocyanatomethyl-benzene instead of (3-isocyanato-propyl)-benzene into the title compound which was used directly in the next step without further purification. Starting materials: OBO, COc1c(Br)cc(S(N)(=O)=O)cc1C=O, c1ccccc1. Product: COc1c(C=O)cc(S(N)(=O)=O)cc1-c1ccccc1. RXN SMILES: [BH:16]([OH:17])[OH:18].[Br:1][c:2]1[cH:3][c:4]([S:12](=[O:13])(=[O:14])[NH2:15])[cH:5][c:6]([CH:10]=[O:11])[c:7]1[O:8][CH3:9].[cH:19]1[cH:20][cH:21][cH:22][cH:23][cH:24]1>>[c:2]1(-[c:19]2[cH:20][cH:21][cH:22][cH:23][cH:24]2)[cH:3][c:4]([S:12](=[O:13])(=[O:14])[NH2:15])[cH:5][c:6]([CH:10]=[O:11])[c:7]1[O:8][CH3:9].